Dataset: the Open Reaction Database (ORD), a public repository of structured organic reaction records. Task: describe an organic reaction: reactants, conditions, products, and yield Reactants: C[C@H]1C[C@H]([C@@H](CC1)C(C)C)OCCN(C)CCOCC1=CC(=C(C=C1)OC)OC (N-[2-((1R,3R,4S)-1-methyl-4-isopropylcyclohex-3-yloxy)ethyl]-N-[2-(3,4-dimethoxybenzyloxy)ethyl]-N-methylamine), C(\C=C\C(=O)O)(=O)O (fumaric acid). The solvent is O1CCCC1 (tetrahydrofuran), C(C)(C)O (isopropanol). Conditions: temperature 0 celsius. The product is C(\C=C\C(=O)O)(=O)O.C[C@H]1C[C@H]([C@@H](CC1)C(C)C)OCCN(C)CCOCC1=CC(=C(C=C1)OC)OC (N-[2-((1R,3R,4S)-1-methyl-4-isopropylcyclohex-3-yloxy)et hyl]-N-[2-(3,4-dimethoxybenzyloxy)ethyl]-N-methylamine fumarate). The yield is 78.0%. As a reaction SMILES: [CH3:1][C@@H:2]1[CH2:7][CH2:6][C@@H:5]([CH:8]([CH3:10])[CH3:9])[C@H:4]([O:11][CH2:12][CH2:13][N:14]([CH2:16][CH2:17][O:18][CH2:19][C:20]2[CH:25]=[CH:24][C:23]([O:26][CH3:27])=[C:22]([O:28][CH3:29])[CH:21]=2)[CH3:15])[CH2:3]1.[C:30]([OH:37])(=[O:36])/[CH:31]=[CH:32]/[C:33]([OH:35])=[O:34]>O1CCCC1.C(O)(C)C>[C:30]([OH:37])(=[O:36])/[CH:31]=[CH:32]/[C:33]([OH:35])=[O:34].[CH3:1][C@@H:2]1[CH2:7][CH2:6][C@@H:5]([CH:8]([CH3:9])[CH3:10])[C@H:4]([O:11][CH2:12][CH2:13][N:14]([CH2:16][CH2:17][O:18][CH2:19][C:20]2[CH:25]=[CH:24][C:23]([O:26][CH3:27])=[C:22]([O:28][CH3:29])[CH:21]=2)[CH3:15])[CH2:3]1 |f:4.5|. Procedure details: 4.27 g of N-[2-((1R,3R,4S)-1-methyl-4-isopropylcyclohex-3-yloxy)ethyl]-N-[2-(3,4-dimethoxybenzyloxy)ethyl]-N-methylamine base were dissolved in 50 ml of tetrahydrofuran. A solution of 1.22 g of fumaric acid in 15 ml of isopropanol was added to the solution. The solution was concentrated to a volume of about 20 ml under reduced pressure, and a mixture of diethyl ether/n-hexane was added until the solution became cloudy, after which the solution was cooled to 0° C. The precipitated crystals were f... Reactants: C(CCC)[Li] (n-butyllithium), C(C(=O)OC(C)(C)C)(=O)OCC (Ethyl t-butyl oxalate), [Li]C#CC(C)C (1-lithio-3-methylbut-1-yne), O=O (O2), CC(C#C)C (3-methylbut-1-yne), C(=O)=O (CO2). The solvent is O1CCCC1 (tetrahydrofuran), O (H2O). Product: CC(C#CC(C(=O)OC(C)(C)C)=O)C (t-butyl 5-methyl-2-oxohex-3-ynoate). RXN SMILES: [C:1]([O:10]CC)(=O)[C:2]([O:4][C:5]([CH3:8])([CH3:7])[CH3:6])=[O:3].[Li][C:14]#[C:15][CH:16]([CH3:18])[CH3:17].CC(C)C#C.C([Li])CCC.O=O.C(=O)=O>O1CCCC1.O>[CH3:17][CH:16]([CH3:18])[C:15]#[C:14][C:1](=[O:10])[C:2]([O:4][C:5]([CH3:6])([CH3:7])[CH3:8])=[O:3]. Procedure details: Ethyl t-butyl oxalate ##EQU1## can be prepared by the method of Carpino [J. Amer. Chem. Soc. 82: 2725 (1960)], and 1-lithio-3-methylbut-1-yne ##EQU2## can be prepared by reacting commercially available 3-methylbut-1-yne and n-butyllithium under anhydrous conditions in an inert atmosphere (i.e., no H2O, O2, or CO2) at a temperature of from 0° to 5° C. Anhydrous tetrahydrofuran (THF) is the preferred solvent for the reactions of step (a).